From a dataset of the Open Reaction Database (ORD), a public repository of structured organic reaction records. describe an organic reaction: reactants, conditions, products, and yield Reactants: COC(C1=CC(=C(C=C1)N=CC1=CC(=CC=C1)Br)Cl)=O (4-[(3-bromo-benzylidene)-amino]-3-chloro-benzoic acid methyl ester), O.[O-]S(=O)(=O)C(F)(F)F.[Yb+3].[O-]S(=O)(=O)C(F)(F)F.[O-]S(=O)(=O)C(F)(F)F (ytterbium(III) triflate hydrate), C(C(C)C)=O (isobutyraldehyde), O (water). Solvent: O1CCCC1 (tetrahydrofuran). Run at temperature 25 celsius, time 16 hour. The product is COC(=O)C=1C=C2C(C(C(NC2=C(C1)Cl)C1=CC(=CC=C1)Br)(C)C)O (2-(3-bromo-phenyl)-8-chloro-4-hydroxy-3,3-dimethyl-1,2,3,4-tetrahydro-quinoline-6-carboxylic acid methyl ester). Yield: 99.8%. RXN SMILES: [CH3:1][O:2][C:3](=[O:20])[C:4]1[CH:9]=[CH:8][C:7]([N:10]=[CH:11][C:12]2[CH:17]=[CH:16][CH:15]=[C:14]([Br:18])[CH:13]=2)=[C:6]([Cl:19])[CH:5]=1.O.[O-]S(C(F)(F)F)(=O)=O.[Yb+3].[O-]S(C(F)(F)F)(=O)=O.[O-]S(C(F)(F)F)(=O)=O.[CH:47](=[O:51])[CH:48]([CH3:50])[CH3:49].O>O1CCCC1>[CH3:1][O:2][C:3]([C:4]1[CH:9]=[C:8]2[C:7](=[C:6]([Cl:19])[CH:5]=1)[NH:10][CH:11]([C:12]1[CH:17]=[CH:16][CH:15]=[C:14]([Br:18])[CH:13]=1)[C:48]([CH3:50])([CH3:49])[CH:47]2[OH:51])=[O:20] |f:1.2.3.4.5|. Procedure details: To a stirred mixture solution of 4-[(3-bromo-benzylidene)-amino]-3-chloro-benzoic acid methyl ester (39.8 g, 113.2 mmol) and ytterbium(III) triflate hydrate (10.5 g, 16.9 mmol) in dry tetrahydrofuran (100 mL) at 25° C. was added isobutyraldehyde (10.4 mL, 113.2 mmol) and water (2.1 mL, 113.2 mmol) dropwise. The reaction mixture was stirred at 25° C. for 16 h. Then the reaction mixture was concentrated in vacuo and the residue was extracted with ethyl acetate (2×200 mL), washed with brine, dried ... Reactants: CS(=O)(=O)O, CCO, CC1(C)CN(C2CC3(C)C(CCC4C5CCC(C#N)C5(C)CCC43)CC2O)CCO1. Product: CS(=O)(=O)[O-], CC1(C)CN(C2CC3(C)C(CCC4C5CCC(C#N)C5(C)CCC43)CC2O)CCO1. As a reaction SMILES: [CH3:1][S:2]([OH:3])(=[O:4])=[O:5].[CH3:36][CH2:37][OH:38].[OH:6][CH:7]1[CH2:8][CH:9]2[CH2:10][CH2:11][CH:12]3[CH:13]4[CH2:14][CH2:15][CH:16]([C:34]#[N:35])[C:17]4([CH3:18])[CH2:19][CH2:20][CH:21]3[C:22]2([CH3:33])[CH2:23][CH:24]1[N:25]1[CH2:26][C:27]([CH3:31])([CH3:32])[O:28][CH2:29][CH2:30]1>>[CH3:1][S:2](=[O:3])(=[O:4])[O-:5].[OH:6][CH:7]1[CH2:8][CH:9]2[CH2:10][CH2:11][CH:12]3[CH:13]4[CH2:14][CH2:15][CH:16]([C:34]#[N:35])[C:17]4([CH3:18])[CH2:19][CH2:20][CH:21]3[C:22]2([CH3:33])[CH2:23][CH:24]1[N:25]1[CH2:26][C:27]([CH3:31])([CH3:32])[O:28][CH2:29][CH2:30]1.